This data is from the Open Reaction Database (ORD), a public repository of structured organic reaction records. The task is: describe an organic reaction: reactants, conditions, products, and yield Starting materials: C(C)(C)N(CC)C(C)C (Diisopropylethylamine), Cl.CN1C(CNCC1)=O (1-methylpiperazin-2-one hydrochloride), ClCCl (dichloromethane), ClC=1OC=2C(N1)=C(C(=C(C2F)C2=CC=CC=C2)C)C#N (2-chloro-7-fluoro-5-methyl-6-phenyl-1,3-benzoxazole-4-cabonitrile). Run in C(Cl)(Cl)Cl (Chloroform). Reaction conditions: time 30 minute. The product is FC=1C(=C(C(=C2N=C(OC21)N2CC(N(CC2)C)=O)C#N)C)C2=CC=CC=C2 (7-Fluoro-5-methyl-2-(4-methyl-3-oxopiperazin-1-yl)-6-phenyl-1,3-benzoxazole-4-carbonitrile). The yield is 99.9%. Reaction SMILES: C(N(C(C)C)CC)(C)C.Cl.[CH3:11][N:12]1[CH2:17][CH2:16][NH:15][CH2:14][C:13]1=[O:18].ClCCl.Cl[C:23]1[O:24][C:25]2[C:26](=[C:28]([C:40]#[N:41])[C:29]([CH3:39])=[C:30]([C:33]3[CH:38]=[CH:37][CH:36]=[CH:35][CH:34]=3)[C:31]=2[F:32])[N:27]=1>C(Cl)(Cl)Cl>[F:32][C:31]1[C:30]([C:33]2[CH:38]=[CH:37][CH:36]=[CH:35][CH:34]=2)=[C:29]([CH3:39])[C:28]([C:40]#[N:41])=[C:26]2[C:25]=1[O:24][C:23]([N:15]1[CH2:16][CH2:17][N:12]([CH3:11])[C:13](=[O:18])[CH2:14]1)=[N:27]2 |f:1.2|. Reported procedure: Diisopropylethylamine (232 μl, 1.36 mmol) and 1-methylpiperazin-2-one hydrochloride (103 mg, 0-682 mmol) were added to a dichloromethane (6 ml) solution of 2-chloro-7-fluoro-5-methyl-6-phenyl-1,3-benzoxazole-4-cabonitrile (I-130) (163 mg, 0.569 mmol), followed by stirring at room temperature for 30 minutes. Chloroform (50 ml) was added to the reaction liquid, followed by washing with saturated brine (50 ml). After drying over anhydrous sodium sulfate and concentration under reduced pressure, the... Starting materials: C(=O)(OC)COC1=CC=C(CC2C(NC(S2)=O)=O)C=C1 (5-[4-[(carbomethoxy)methoxy]benzyl]thiazolidine-2,4-dione), C=1(C(=CC=CC1)C)C (xylene), C1(=CC=C(C=C1)S(=O)(=O)O)C (p-toluenesulfonic acid), 24, CNC(C=1C(N)=CC=CC1)=O (N-methyl anthranilamide). Run in CO (methanol). Run at temperature 175 celsius. The product is CN1C(=NC2=CC=CC=C2C1=O)COC1=CC=C(CC2C(NC(S2)=O)=O)C=C1 (5-[4-[[3-methyl-4-oxo-3,4-dihydroquinazolin-2-yl]methoxy]benzyl]thiazolidine-2,4-dione). RXN SMILES: [C:1]([CH2:5][O:6][C:7]1[CH:20]=[CH:19][C:10]([CH2:11][CH:12]2[S:16][C:15](=[O:17])[NH:14][C:13]2=[O:18])=[CH:9][CH:8]=1)(OC)=O.[CH3:21][NH:22][C:23](=[O:31])[C:24]1[C:25](=[CH:27][CH:28]=[CH:29][CH:30]=1)[NH2:26].C1(C)C(C)=CC=CC=1.C1(C)C=CC(S(O)(=O)=O)=CC=1>CO>[CH3:21][N:22]1[C:23](=[O:31])[C:24]2[C:25](=[CH:27][CH:28]=[CH:29][CH:30]=2)[N:26]=[C:1]1[CH2:5][O:6][C:7]1[CH:8]=[CH:9][C:10]([CH2:11][CH:12]2[S:16][C:15](=[O:17])[NH:14][C:13]2=[O:18])=[CH:19][CH:20]=1. Procedure details: A suspension of 5-[4-[(carbomethoxy)methoxy]benzyl]thiazolidine-2,4-dione obtained by following a procedure described in Example 23 or 24 (100 g, 0.34 M), N-methyl anthranilamide (58.7 g, 0.39 M), xylene (100 ml) and p-toluenesulfonic acid (˜200 mg) was taken in a round bottom flask fitted with a mechanical stirrer, oil bath and Dean-Stark condenser. The reaction mixture was heated to reflux (Internal temperature 150-155° C., oil bath temperature 170-180° C.) for a period of 45-55 h while monito... The reactants are B, C1CCOC1, CN1C(=O)COc2ccccc21, C1CCOC1. Yields the product CN1CCOc2ccccc21. Reaction SMILES: [BH3:18].[CH2:19]1[O:20][CH2:21][CH2:22][CH2:23]1.[CH3:1][N:2]1[C:3](=[O:12])[CH2:4][O:5][c:6]2[c:7]1[cH:8][cH:9][cH:10][cH:11]2.[O:13]1[CH2:14][CH2:15][CH2:16][CH2:17]1>>[CH3:1][N:2]1[CH2:3][CH2:4][O:5][c:6]2[c:7]1[cH:8][cH:9][cH:10][cH:11]2.